Dataset: the Open Reaction Database (ORD), a public repository of structured organic reaction records. Task: describe an organic reaction: reactants, conditions, products, and yield Yields the product O=C(Cc1nc(N2CCOCC2)cc(=O)[nH]1)Nc1ccccc1O. As a reaction SMILES: [CH3:45][N:46]([CH3:47])[CH:48]=[O:49].[CH3:8][N:9]([CH3:10])[CH2:11][CH2:12][CH2:13][N:14]=[C:15]=[N:16][CH2:17][CH3:18].[ClH:7].[NH2:19][c:20]1[cH:21][cH:22][cH:23][cH:24][c:25]1[OH:26].[Na+:44].[O:27]1[CH2:28][CH2:29][N:30]([c:33]2[n:34][c:35]([CH2:40][C:41](=[O:42])[O-:43])[nH:36][c:37](=[O:39])[cH:38]2)[CH2:31][CH2:32]1.[cH:1]1[cH:2][cH:3][n:4][cH:5][cH:6]1>>[NH:19]([c:20]1[cH:21][cH:22][cH:23][cH:24][c:25]1[OH:26])[C:41]([CH2:40][c:35]1[n:34][c:33]([N:30]2[CH2:29][CH2:28][O:27][CH2:32][CH2:31]2)[cH:38][c:37](=[O:39])[nH:36]1)=[O:42]. Reactants: CN(C)C=O, CCN=C=NCCCN(C)C, Cl, Nc1ccccc1O, [Na+], O=C([O-])Cc1nc(N2CCOCC2)cc(=O)[nH]1, c1ccncc1.